From a dataset of the Open Reaction Database (ORD), a public repository of structured organic reaction records. describe an organic reaction: reactants, conditions, products, and yield The reactants are C1COCCN1, Cc1ccccc1, O=[N+]([O-])c1ccc(Cl)cc1F, [K+], [K+], O=C([O-])[O-]. Yields the product O=[N+]([O-])c1ccc(Cl)cc1N1CCOCC1. RXN SMILES: [CH2:18]1[CH2:19][O:20][CH2:21][CH2:22][NH:23]1.[CH3:24][c:25]1[cH:26][cH:27][cH:28][cH:29][cH:30]1.[Cl:1][c:2]1[cH:3][c:4]([F:11])[c:5]([N+:8](=[O:9])[O-:10])[cH:6][cH:7]1.[K+:12].[K+:13].[O-:14][C:15]([O-:16])=[O:17]>>[Cl:1][c:2]1[cH:3][c:4]([N:23]2[CH2:18][CH2:19][O:20][CH2:21][CH2:22]2)[c:5]([N+:8](=[O:9])[O-:10])[cH:6][cH:7]1. The reactants are NC=1C2=C(N(N1)C(=O)OCC)C(N(C2)C(=O)OC(C)(C)C)(C)C (5-tert-butyl 1-ethyl 3-amino-6,6-dimethyl-4,6-dihydropyrrolo[3,4-c]pyrazole-1,5-dicarboxylate), [OH-].[Na+] (NaOH). Run in CO (MeOH). Run at time 3 hour. Yields the product NC=1C2=C(NN1)C(N(C2)C(=O)OC(C)(C)C)(C)C (tert-Butyl 3-amino-6,6-dimethyl-4,6-dihydropyrrolo[3,4-c]pyrazole-5(1H)-carboxylate). Reaction SMILES: [NH2:1][C:2]1[C:3]2[CH2:14][N:13]([C:15]([O:17][C:18]([CH3:21])([CH3:20])[CH3:19])=[O:16])[C:12]([CH3:23])([CH3:22])[C:4]=2[N:5](C(OCC)=O)[N:6]=1.[OH-].[Na+]>CO>[NH2:1][C:2]1[C:3]2[CH2:14][N:13]([C:15]([O:17][C:18]([CH3:21])([CH3:20])[CH3:19])=[O:16])[C:12]([CH3:23])([CH3:22])[C:4]=2[NH:5][N:6]=1 |f:1.2|. Procedure details: Reagent 5-tert-butyl 1-ethyl 3-amino-6,6-dimethyl-4,6-dihydropyrrolo[3,4-c]pyrazole-1,5-dicarboxylate, E1(I), (10.97 g, 33.9 mmol) was dissolved in MeOH (200 mL) after which NaOH (5 eq, 169 mmol) was added. After stirring the mixture at room temperature for 3 h, the starting material disappeared. After removal of MeOH, add H2O and AcOEt was added, and the product was extracted with AcOEt and dried over Na2SO2 followed by concentration to afford E1(II). Starting materials: C1CCOC1, Clc1ncc(Cl)c(Cl)n1, CC(C)(N)CNS(C)(=O)=O. Product: CC(C)(CNS(C)(=O)=O)Nc1nc(Cl)ncc1Cl. Reaction SMILES: [CH2:20]1[O:21][CH2:22][CH2:23][CH2:24]1.[Cl:11][c:12]1[n:13][cH:14][c:15]([Cl:19])[c:16]([Cl:18])[n:17]1.[NH2:1][C:2]([CH2:3][NH:4][S:5](=[O:6])(=[O:7])[CH3:8])([CH3:9])[CH3:10]>>[NH:1]([C:2]([CH2:3][NH:4][S:5](=[O:6])(=[O:7])[CH3:8])([CH3:9])[CH3:10])[c:16]1[c:15]([Cl:19])[cH:14][n:13][c:12]([Cl:11])[n:17]1. The reactants are C(CCCCCCCC)C=1SC(=NN1)C1=CC=C(C=C1)C(=O)OC (2-Nonyl-5-(4-methoxycarbonylphenyl)-1,3,4-thiadiazole), [OH-].[K+] (KOH). Run in CO (methanol). The product is C(CCCCCCCC)C=1SC(=NN1)C1=CC=C(C(=O)O)C=C1 (4-(2-n-nonyl-1,3,4-thiadiazole-5-yl)-benzoic acid). RXN SMILES: [CH2:1]([C:10]1[S:11][C:12]([C:15]2[CH:20]=[CH:19][C:18]([C:21]([O:23]C)=[O:22])=[CH:17][CH:16]=2)=[N:13][N:14]=1)[CH2:2][CH2:3][CH2:4][CH2:5][CH2:6][CH2:7][CH2:8][CH3:9].[OH-].[K+]>CO>[CH2:1]([C:10]1[S:11][C:12]([C:15]2[CH:20]=[CH:19][C:18]([C:21]([OH:23])=[O:22])=[CH:17][CH:16]=2)=[N:13][N:14]=1)[CH2:2][CH2:3][CH2:4][CH2:5][CH2:6][CH2:7][CH2:8][CH3:9] |f:1.2|. Procedure details: 2-Nonyl-5-(4-methoxycarbonylphenyl)-1,3,4-thiadiazole (0.02 moles, 7.4 g) is added to a solution of 0.2 moles (11.2 g) KOH in 400 mL methanol and heated for 2 hours at the boiling point. The solvent is distilled of in a rotary evaporator and the residue is dissolved in 200 mL of water and acidified with concentrated hydrochloric acid. The product is FC=1C=CC(=C(C1)C=CC(C)=O)OC (4-(5-fluoro-2-methoxyphenyl)-3-buten-2-one). Reaction conditions: time 4 hour. Reported procedure: In water (200 ml) was dissolved sodium hydroxide (3 g), and to the solution was added acetone (80 ml) and then was added dropwise a solution of 5-fluoro-2-methoxybenzaldehyde (10 g) in acetone (25 ml). The reaction solution was stirred at room temperature for 4 hours, and acetone was evaporated under reduced pressure. The residue was extracted with ethyl acetate, and the organic layer was washed with water and saturated brine and concentrated under reduced pressure to give 4-(5-fluoro-2-methoxyp... Starting materials: CC(=O)C (acetone), FC=1C=CC(=C(C=O)C1)OC (5-fluoro-2-methoxybenzaldehyde), CC(=O)C (acetone), [OH-].[Na+] (sodium hydroxide). As a reaction SMILES: [OH-].[Na+].[F:3][C:4]1[CH:5]=[CH:6][C:7]([O:12][CH3:13])=[C:8]([CH:11]=1)[CH:9]=O.[CH3:14][C:15]([CH3:17])=[O:16]>O>[F:3][C:4]1[CH:5]=[CH:6][C:7]([O:12][CH3:13])=[C:8]([CH:9]=[CH:14][C:15](=[O:16])[CH3:17])[CH:11]=1 |f:0.1|. Run in O (water). Reactants: CS(=O)(=O)OC[C@@H]1N(CCN(C1)S(=O)(=O)C=1SC=CC1)C1=CC=C(C=C1)C(C(F)(F)F)(C)O (((2R)-4-(2-thiophenylsulfonyl)-1-(4-(2,2,2-trifluoro-1-hydroxy-1-methylethyl)phenyl)-2-piperazinyl)methyl methanesulfonate), C([O-])([O-])=O.[K+].[K+] (potassium carbonate), CS(=O)(=O)OC[C@@H]1N(CCN(C1)S(=O)(=O)C=1SC=CC1)C1=CC=C(C=C1)C(C(F)(F)F)(C)O (((2R)-4-(2-thiophenylsulfonyl)-1-(4-(2,2,2-trifluoro-1-hydroxy-1-methylethyl)phenyl)-2-piperazinyl)methyl methanesulfonate), N1C(CNCC1)=O (piperazin-2-one). The solvent is C(C)#N (acetonitrile), CCOC(=O)C (EtOAc). Reaction conditions: temperature 130 celsius. Yields the product S1C(=CC=C1)S(=O)(=O)N1C[C@@H](N(CC1)C1=CC=C(C=C1)C(C(F)(F)F)(C)O)CN1CC(NCC1)=O (4-(((2S)-4-(2-thiophensulfonyl)-1-(4-(2,2,2-trifluoro-1-hydroxy-1-methylethyl)phenyl)-2-piperazinyl)methyl)-2-piperazinone). Yield: 44.7%. Reaction SMILES: CS(O[CH2:6][C@H:7]1[CH2:12][N:11]([S:13]([C:16]2[S:17][CH:18]=[CH:19][CH:20]=2)(=[O:15])=[O:14])[CH2:10][CH2:9][N:8]1[C:21]1[CH:26]=[CH:25][C:24]([C:27]([OH:33])([CH3:32])[C:28]([F:31])([F:30])[F:29])=[CH:23][CH:22]=1)(=O)=O.[NH:34]1[CH2:39][CH2:38][NH:37][CH2:36][C:35]1=[O:40].C(=O)([O-])[O-].[K+].[K+]>C(#N)C.CCOC(C)=O>[S:17]1[CH:18]=[CH:19][CH:20]=[C:16]1[S:13]([N:11]1[CH2:10][CH2:9][N:8]([C:21]2[CH:22]=[CH:23][C:24]([C:27]([OH:33])([CH3:32])[C:28]([F:31])([F:30])[F:29])=[CH:25][CH:26]=2)[C@@H:7]([CH2:6][N:37]2[CH2:38][CH2:39][NH:34][C:35](=[O:40])[CH2:36]2)[CH2:12]1)(=[O:14])=[O:15] |f:2.3.4|. Procedure: ((2R)-4-(2-thiophenylsulfonyl)-1-(4-(2,2,2-trifluoro-1-hydroxy-1-methylethyl)phenyl)-2-piperazinyl)methyl methanesulfonate (100 mg, 0.189 mmol, Intermediate B) was combined with piperazin-2-one (18.9 mg, 0.189 mmol, Alfa-Aesar) and potassium carbonate (78 mg, 0.57 mmol, Sigma-Aldrich, St. Louis, Mo.) in acetonitrile (1.89 mL) and heated at 130° C. for 30 min. After the reaction was allowed to cool to room temperature, the mixture was diluted with EtOAc and the solids were removed by filtering th... Starting materials: solution, C(C)B(CC)CC (triethyl borane), ClC1=C(C=CC=C1)C=1SC(=C(N1)C1=CC=C(C=C1)F)C1=CC=C(C=C1)S(=O)(=O)C (2-(2-chlorophenyl)-4-(4-fluorophenyl)-5-(4-methylsulfonylphenyl)thiazole), C(CCC)[Mg]Cl (n-butyl magnesium chloride), C(C)(=O)[O-].[Na+] (sodium acetate), NOS(=O)(=O)O (hydroxylamine-O-sulfonic acid). The solvent is O (water), C(C)(=O)OCC (ethyl acetate), O1CCCC1 (THF), O1CCCC1 (tetrahydrofuran), O1CCCC1 (THF). Conditions: temperature 0 celsius, time 30 minute. The product is FC1=CC=C(C=C1)C=1N=C(SC1C1=CC=C(C=C1)S(=O)(=O)N)C1=C(C=CC=C1)Cl (4-[4-(4-Fluorophenyl)-2-(2-chlorophenyl)-5-thiazolyl]benzensulfonamide). Isolated yield 52.6%. RXN SMILES: [Cl:1][C:2]1[CH:7]=[CH:6][CH:5]=[CH:4][C:3]=1[C:8]1[S:9][C:10]([C:20]2[CH:25]=[CH:24][C:23]([S:26](C)(=[O:28])=[O:27])=[CH:22][CH:21]=2)=[C:11]([C:13]2[CH:18]=[CH:17][C:16]([F:19])=[CH:15][CH:14]=2)[N:12]=1.C([Mg]Cl)CCC.C(B(CC)CC)C.C([O-])(=O)C.[Na+].[NH2:48]OS(O)(=O)=O>O1CCCC1.C(OCC)(=O)C.O>[F:19][C:16]1[CH:17]=[CH:18][C:13]([C:11]2[N:12]=[C:8]([C:3]3[CH:4]=[CH:5][CH:6]=[CH:7][C:2]=3[Cl:1])[S:9][C:10]=2[C:20]2[CH:25]=[CH:24][C:23]([S:26]([NH2:48])(=[O:28])=[O:27])=[CH:22][CH:21]=2)=[CH:14][CH:15]=1 |f:3.4|. Procedure details: To a solution of the methyl sulfone (Example 16) (0.21 g, 0.47 mmol) in tetrahydrofuran (THF) (5 mL) at 0° C. under nitrogen was added 2M n-butyl magnesium chloride in THF (1.0 mL, 2.0 mmol) slowly, via syringe, and the mixture stirred at 0° C. for 30 minutes and then at room temperature (25° C.) for 2 hours. After cooling to 0° C., a 1.0M solution of triethyl borane in THF (2.5 mL, 2.5 mmol) was added and the mixture warmed to room temperature and stirred for 2 hours, and then heated to reflux ... The reactants are ICCCCCCC (1-iodoheptane), CN(C=O)C (dimethylformamide), [H-].[Na+] (Sodium hydride), C12C(NC(C2C1)=O)=O (3-azabicyclo[3.1.0]hexane-2,4-dione). Solvent: O1CCCC1 (tetrahydrofuran), ClCCl (dichloromethane). Reaction conditions: time 5 minute. The product is C(CCCCCC)N1C(C2CC2C1=O)=O (3-n-Heptyl-3-azabicyclo[3.1.0]hexane-2,4-dione). Reaction SMILES: [H-].[Na+].[CH:3]12[CH2:8][CH:7]1[C:6](=[O:9])[NH:5][C:4]2=[O:10].I[CH2:12][CH2:13][CH2:14][CH2:15][CH2:16][CH2:17][CH3:18].CN(C)C=O>O1CCCC1.ClCCl>[CH2:12]([N:5]1[C:6](=[O:9])[CH:7]2[CH:3]([CH2:8]2)[C:4]1=[O:10])[CH2:13][CH2:14][CH2:15][CH2:16][CH2:17][CH3:18] |f:0.1|. Procedure details: Sodium hydride (0.11 g) was added to a solution of 3-azabicyclo[3.1.0]hexane-2,4-dione (0.3 g) in dry tetrahydrofuran (10 ml) under a nitrogen atmosphere at room temperature. The suspension was stirred for 5 minutes and 1-iodoheptane (0.61 g) was then added in one portion to the reaction mixture. After stirring for two hours at room temperature, dimethylformamide (5 ml) was added and the reaction mixture was stirred for a further 16 hours at room temperature. The reaction mixture was diluted wit... Reactants: CC(C)(C)[Si](C)(C)OCCBr, COC(=O)c1ccc(O)c(C#N)c1, CCOC(C)=O, [H-], [Na+], CN(C)C=O. Product: COC(=O)c1ccc(OC(C)C)c(C#N)c1. Reaction SMILES: [Br:16][CH2:17][CH2:18][O:19][Si:20]([CH3:22])([C:23]([CH3:21])([CH3:24])[CH3:25])[CH3:26].[C:3](#[N:4])[c:5]1[cH:6][c:7]([C:8](=[O:9])[O:10][CH3:11])[cH:12][cH:13][c:14]1[OH:15].[CH3:32][CH2:33][O:34][C:35]([CH3:36])=[O:37].[H-:2].[Na+:1].[O:27]=[CH:28][N:29]([CH3:30])[CH3:31]>>[C:3](#[N:4])[c:5]1[cH:6][c:7]([C:8](=[O:9])[O:10][CH3:11])[cH:12][cH:13][c:14]1[O:15][CH:23]([CH3:24])[CH3:25]. The product is ClC1=CC=2[C@@H](CNS(C2S1)(=O)=O)O ((S)-3,4-Dihydro-6-chloro-4-hydroxy-2H-thieno[3,2-e]-1,2-thiazine-1,1-dioxide). RXN SMILES: Br[CH2:2][C:3]([C:5]1[CH:9]=[C:8]([Cl:10])[S:7][C:6]=1[S:11]([NH2:14])(=[O:13])=[O:12])=[O:4].B(Cl)([C@@H]1[C@@H](C)C2C(C)(C)C(C2)C1)[C@@H]1[C@@H](C)C2C(C)(C)C(C2)C1.[OH-].[Na+]>COC(C)(C)C>[Cl:10][C:8]1[S:7][C:6]2[S:11](=[O:13])(=[O:12])[NH:14][CH2:2][C@@H:3]([OH:4])[C:5]=2[CH:9]=1 |f:2.3|. Reaction conditions: temperature -40 celsius, time 2 hour. Reactants: 50-L, [OH-].[Na+] (sodium hydroxide), BrCC(=O)C1=C(SC(=C1)Cl)S(=O)(=O)N (3-bromoacetyl-5-chloro-2-thiophenesulfonamide), B([C@H]1CC2CC([C@@H]1C)C2(C)C)([C@H]3CC4CC([C@@H]3C)C4(C)C)Cl ((+)-β-chlorodiisopinocampheylborane), solution. Procedure details: A 50-L, 5-necked flask equipped with a mechanical stirrer and a thermometer was flushed with nitrogen overnight. Working under nitrogen, the flask was charged with 3-bromoacetyl-5-chloro-2-thiophenesulfonamide (4, 855 g, 2.68 mol) and t-butyl methyl ether (12.5 L). The stirred suspension was cooled to -40° C. using a dry-ice/2-propanol bath and (+)-β-chlorodiisopinocampheylborane (4.5 L of a 1.2M solution in t-butyl methyl ether, 5.4 mol, 2 eq) was added via a cannula over 30 minutes, causing th... Solvent: COC(C)(C)C (t-butyl methyl ether), COC(C)(C)C (t-butyl methyl ether).